This data is from the Open Reaction Database (ORD), a public repository of structured organic reaction records. The task is: describe an organic reaction: reactants, conditions, products, and yield The reactants are C(CCCCCCCCCCC\C=C/CCCCCCCC)(=O)O (erucic acid), C1=CC(=C(C=C1Cl)Cl)COC(CN2C=CN=C2)C=3C=CC(=CC3Cl)Cl.[N+](=O)(O)[O-] (miconazole nitrate), C(CCCCCCCCCCC\C=C/CCCCCCCC)(=O)O (erucic acid). Product: C1=CC(=C(C=C1Cl)Cl)COC(CN2C=CN=C2)C=3C=CC(=CC3Cl)Cl (miconazole). Reaction SMILES: C(O)(=O)CCCCCCCCCCC/C=C\CCCCCCCC.[CH:25]1[C:30]([Cl:31])=[CH:29][C:28]([Cl:32])=[C:27]([CH2:33][O:34][CH:35]([C:42]2[CH:43]=[CH:44][C:45]([Cl:49])=[CH:46][C:47]=2[Cl:48])[CH2:36][N:37]2[CH:41]=[N:40][CH:39]=[CH:38]2)[CH:26]=1.[N+]([O-])(O)=O>>[CH:25]1[C:30]([Cl:31])=[CH:29][C:28]([Cl:32])=[C:27]([CH2:33][O:34][CH:35]([C:42]2[CH:43]=[CH:44][C:45]([Cl:49])=[CH:46][C:47]=2[Cl:48])[CH2:36][N:37]2[CH:41]=[N:40][CH:39]=[CH:38]2)[CH:26]=1 |f:1.2|. Reported procedure: A vaginal suppository comprising erucic acid, beeswax, and the medicine miconazole was prepared as follows: About 12.30 kg of micronized miconazole nitrate was added to a homogenous melt containing about 62.10 kg of erucic acid and about 6.90 kg of beeswax at a temperature of about 75° C. The medicine and suppository base was mixed gently until homogenous then poured into a mold. Upon cooling the suppository was removed from the mold.